This data is from the Open Reaction Database (ORD), a public repository of structured organic reaction records. The task is: describe an organic reaction: reactants, conditions, products, and yield The reactants are N1CCOCC1 (morpholine), C(C)(=O)C=1SC(=CC1)Br (2-acetyl-5-bromothiophene), [BH4-].[Na+] (Sodium borohydride). Reagents/catalysts: CC([O-])C.[Ti+4].CC([O-])C.CC([O-])C.CC([O-])C (titanium (IV) isopropoxide). Run in [OH-].[Na+] (sodium hydroxide). Reaction conditions: temperature 150 celsius, time 16 hour. Yields the product BrC1=CC=C(S1)C(C)N1CCOCC1 (4-[1-(5-Bromo-thiophen-2-yl)-ethyl]-morpholine). Reaction SMILES: [NH:1]1[CH2:6][CH2:5][O:4][CH2:3][CH2:2]1.[C:7]([C:10]1[S:11][C:12]([Br:15])=[CH:13][CH:14]=1)(=O)[CH3:8].[BH4-].[Na+]>[OH-].[Na+].CC(C)[O-].[Ti+4].CC(C)[O-].CC(C)[O-].CC(C)[O-]>[Br:15][C:12]1[S:11][C:10]([CH:7]([N:1]2[CH2:6][CH2:5][O:4][CH2:3][CH2:2]2)[CH3:8])=[CH:14][CH:13]=1 |f:2.3,4.5,6.7.8.9.10|. Procedure details: To a solution of morpholine (1.20 mmol) in titanium (IV) isopropoxide (1.95 mmol) was added 2-acetyl-5-bromothiophene (1.20 mmol). The reaction was heated in a microwave at 150° C. for 5 minutes. Sodium borohydride (1.95 mmol) was added and the reaction stirred at RT for 16 h. The reaction was diluted with sodium hydroxide solution (2N, 10 ml) and the solids formed removed by filtration. The filtrate was extracted with ethylacetate (3×20 ml), the combined organics were washed with brine and drie... Reactants: CSC(N[N+](=O)[O-])=N (2-methyl-1-nitro-2-thiopseudourea), C(=O)([O-])[O-].[Cs+].[Cs+] (Cs2CO3), CI (MeI). Run in CN(C)C=O (DMF), O (water), CCOC(=O)C (EtOAc). Conditions: time 8 hour. The product is [N+](=O)([O-])NC(=NC)SC (S-methyl N-nitro-N′-methylcarbamimidothioate). Isolated yield 11.8%. Reaction SMILES: [CH3:1][S:2][C:3](=[NH:8])[NH:4][N+:5]([O-:7])=[O:6].[C:9]([O-])([O-])=O.[Cs+].[Cs+].CI>CN(C=O)C.O.CCOC(C)=O>[N+:5]([NH:4][C:3]([S:2][CH3:1])=[N:8][CH3:9])([O-:7])=[O:6] |f:1.2.3|. Procedure: To a solution of 2-methyl-1-nitro-2-thiopseudourea (430 mg, 3.19 mmol) in DMF (3 ml) was added Cs2CO3 (1.10 g, 3.38 mmol) and MeI (0.30 ml, 4.82 mmol) and the reaction stirred overnight. The mixture was then diluted with water (10 ml) and EtOAc (40 ml) and the organic layer washed with brine (3×15 ml), dried (Na2SO4) and concentrated. The resultant yellow oil was purified by column chromatography on silica gel (EtOAc/Hexanes, 1:1) to afford S-methyl N-nitro-N′-methylcarbamimidothioate (56 mg, 11... The reactants are C([O-])([O-])=O.[K+].[K+] (potassium carbonate), C(C1=CC=CC=C1)N1C=NC=2N(C(NC(C12)=O)=O)C1CC1 (7-benzyl-3-cyclopropylxanthine), COCCCl (2-methoxyethyl chloride). Solvent: CN(C=O)C (dimethylformamide). Conditions: temperature 60 celsius, time 1 hour. Product: C(C1=CC=CC=C1)N1C=NC=2N(C(N(C(C12)=O)CCOC)=O)C1CC1 (7-Benzyl-3-cyclopropyl-1-(2-methoxyethyl)xanthine). RXN SMILES: C(=O)([O-])[O-].[K+].[K+].[CH2:7]([N:14]1[C:22]2[C:21](=[O:23])[NH:20][C:19](=[O:24])[N:18]([CH:25]3[CH2:27][CH2:26]3)[C:17]=2[N:16]=[CH:15]1)[C:8]1[CH:13]=[CH:12][CH:11]=[CH:10][CH:9]=1.[CH3:28][O:29][CH2:30][CH2:31]Cl>CN(C)C=O>[CH2:7]([N:14]1[C:22]2[C:21](=[O:23])[N:20]([CH2:31][CH2:30][O:29][CH3:28])[C:19](=[O:24])[N:18]([CH:25]3[CH2:26][CH2:27]3)[C:17]=2[N:16]=[CH:15]1)[C:8]1[CH:9]=[CH:10][CH:11]=[CH:12][CH:13]=1 |f:0.1.2|. Reported procedure: 2.2 g (15.9 mmol) of potassium carbonate were added to a hot solution of 3 g (11.0 mmol) of 7-benzyl-3-cyclopropylxanthine from stage a) in dimethylformamide at 60° C. and the mixture was stirred at 60° C. for one hour. 1.51 g (15.9 mmol) of 2-methoxyethyl chloride were then added dropwise and the mixture was stirred at 80° C. for 6 hours. It was then allowed to cool to room temperature and concentrated under reduced pressure. The oily residue was taken up in dichloromethane and extracted using ... The reactants are CC(C)(C)[O-], CCOC(C)=O, Cc1ccccc1, CC(C)c1cc(C(C)C)c(-c2ccccc2P(C2CCCCC2)C2CCCCC2)c(C(C)C)c1, CC(Nc1cc(Cl)cc(Nc2cnccn2)n1)c1ccc(F)cc1, CC(=O)NC1CCNC1, [Na+]. Product: CC(=O)NC1CCN(c2cc(Nc3cnccn3)nc(NC(C)c3ccc(F)cc3)c2)C1. Reaction SMILES: [CH3:68][C:69]([CH3:70])([O-:71])[CH3:72].[CH3:74][CH2:75][O:76][C:77](=[O:78])[CH3:79].[CH3:80][c:81]1[cH:82][cH:83][cH:84][cH:85][cH:86]1.[CH:34]1([P:35]([CH:36]2[CH2:37][CH2:38][CH2:39][CH2:40][CH2:41]2)[c:42]2[cH:43][cH:44][cH:45][cH:46][c:47]2-[c:48]2[c:49]([CH:50]([CH3:51])[CH3:52])[cH:53][c:54]([CH:55]([CH3:56])[CH3:57])[cH:58][c:59]2[CH:60]([CH3:61])[CH3:62])[CH2:63][CH2:64][CH2:65][CH2:66][CH2:67]1.[Cl:1][c:2]1[cH:3][c:4]([NH:15][CH:16]([CH3:17])[c:18]2[cH:19][cH:20][c:21]([F:24])[cH:22][cH:23]2)[n:5][c:6]([NH:8][c:9]2[n:10][cH:11][cH:12][n:13][cH:14]2)[cH:7]1.[NH:25]1[CH2:26][CH:27]([NH:30][C:31]([CH3:32])=[O:33])[CH2:28][CH2:29]1.[Na+:73]>>[c:2]1([N:25]2[CH2:26][CH:27]([NH:30][C:31]([CH3:32])=[O:33])[CH2:28][CH2:29]2)[cH:3][c:4]([NH:15][CH:16]([CH3:17])[c:18]2[cH:19][cH:20][c:21]([F:24])[cH:22][cH:23]2)[n:5][c:6]([NH:8][c:9]2[n:10][cH:11][cH:12][n:13][cH:14]2)[cH:7]1.